Dataset: the Open Reaction Database (ORD), a public repository of structured organic reaction records. Task: describe an organic reaction: reactants, conditions, products, and yield The reactants are N1=CC=CC=2CCCC12 (6,7-dihydro-5H-[1]pyrindine), C(C1=CC=CC=C1)=O (benzaldehyde), C(C)(=O)OC(C)=O (acetic acid anhydride). Product: C(C1=CC=CC=C1)=C1CCC=2C=CC=NC12 (7-Benzylidene-6,7-dihydro-5H-[1]pyrindine). Yield: 75.0%. As a reaction SMILES: [N:1]1[C:9]2[CH2:8][CH2:7][CH2:6][C:5]=2[CH:4]=[CH:3][CH:2]=1.[CH:10](=O)[C:11]1[CH:16]=[CH:15][CH:14]=[CH:13][CH:12]=1.C(OC(=O)C)(=O)C>>[CH:10](=[C:8]1[C:9]2[N:1]=[CH:2][CH:3]=[CH:4][C:5]=2[CH2:6][CH2:7]1)[C:11]1[CH:16]=[CH:15][CH:14]=[CH:13][CH:12]=1. Procedure details: 15 g (0.125 mol) of 6,7-dihydro-5H-[1]pyrindine, 20.1 g (0.19 mol) of freshly destilled benzaldehyde and 24.5 g (0.24 mol) of acetic acid anhydride were heated under reflux for 24 h. The reaction mixture was evaporated, the residual oil dissolved in methylene chloride, the solution extracted with 1N NaOH solution, and the organic phase dried and evaporated. The residue was destilled under reduced pressure to give 19.3 g (75%) of the title compound. The reactants are CCOC(=O)CN1CCC(NS(=O)(=O)c2ccc(Cl)s2)C1, Nc1ccc(-n2ccccc2=O)cc1F. Yields the product O=C(CN1CCC(NS(=O)(=O)c2ccc(Cl)s2)C1)Nc1ccc(-n2ccccc2=O)cc1F. Reaction SMILES: [CH2:1]([O:2][C:4]([CH2:5][N:6]1[CH2:7][CH:8]([NH:11][S:12](=[O:13])(=[O:14])[c:15]2[s:16][c:17]([Cl:20])[cH:18][cH:19]2)[CH2:9][CH2:10]1)=[O:21])[CH3:3].[NH2:22][c:23]1[c:24]([F:36])[cH:25][c:26](-[n:29]2[c:30](=[O:35])[cH:31][cH:32][cH:33][cH:34]2)[cH:27][cH:28]1>>[C:4]([CH2:5][N:6]1[CH2:7][CH:8]([NH:11][S:12](=[O:13])(=[O:14])[c:15]2[s:16][c:17]([Cl:20])[cH:18][cH:19]2)[CH2:9][CH2:10]1)(=[O:21])[NH:22][c:23]1[c:24]([F:36])[cH:25][c:26](-[n:29]2[c:30](=[O:35])[cH:31][cH:32][cH:33][cH:34]2)[cH:27][cH:28]1.